Dataset: the Open Reaction Database (ORD), a public repository of structured organic reaction records. Task: describe an organic reaction: reactants, conditions, products, and yield Reactants: resultant mixture, ( 40 ), [O-2].[Nd+3].[O-2].[O-2].[Nd+3] (neodymium oxide), C(CCCCCCC)(=O)O (octanoic acid). Solvent: O (water). Conditions: temperature 85 celsius. Product: O.C(CCCCCCC)(=O)[O-].[Nd+3].C(CCCCCCC)(=O)[O-].C(CCCCCCC)(=O)[O-] (neodymium octanoate monohydrate). The yield is 92.0%. As a reaction SMILES: [O-2].[Nd+3:2].[O-2].[O-2].[Nd+3].[C:6]([OH:15])(=[O:14])[CH2:7][CH2:8][CH2:9][CH2:10][CH2:11][CH2:12][CH3:13]>O>[OH2:14].[C:6]([O-:15])(=[O:14])[CH2:7][CH2:8][CH2:9][CH2:10][CH2:11][CH2:12][CH3:13].[Nd+3:2].[C:6]([O-:15])(=[O:14])[CH2:7][CH2:8][CH2:9][CH2:10][CH2:11][CH2:12][CH3:13].[C:6]([O-:15])(=[O:14])[CH2:7][CH2:8][CH2:9][CH2:10][CH2:11][CH2:12][CH3:13] |f:0.1.2.3.4,7.8.9.10.11|. Procedure details: Forty (40) g of neodymium oxide, 220 g of octanoic acid and 220 g of water were mixed. The resultant mixture in the form of suspension was stireed as refluxed at 85° C. for three hours and cooled. The resultant reaction mixture was left standing at rest and separated into a water phase and an organic phase. The organic phase was poured into acetone of a volume about 20 times as large. The salt consequently precipitated therein was washed with acetone and was dried under a vacuum, to afford neody... Reactants: CC(=O)CC(C)C, Cn1c(=O)c2c(ncn2CCCl)n(C)c1=O, [I-], [K+], c1ccc2c(C3CCNCC3)c[nH]c2c1, [Na+], [Na+], O=C([O-])[O-], O. Yields the product Cn1c(=O)c2c(ncn2CCN2CCC(c3c[nH]c4ccccc34)CC2)n(C)c1=O. Reaction SMILES: [CH3:41][CH:42]([CH3:43])[CH2:44][C:45](=[O:46])[CH3:47].[Cl:1][CH2:2][CH2:3][n:4]1[cH:5][n:6][c:7]2[n:8]([CH3:16])[c:9](=[O:15])[n:10]([CH3:14])[c:11](=[O:13])[c:12]12.[I-:39].[K+:38].[NH:17]1[CH2:18][CH2:19][CH:20]([c:23]2[cH:24][nH:25][c:26]3[cH:27][cH:28][cH:29][cH:30][c:31]23)[CH2:21][CH2:22]1.[Na+:32].[Na+:33].[O-:34][C:35](=[O:36])[O-:37].[OH2:40]>>[CH2:2]([CH2:3][n:4]1[cH:5][n:6][c:7]2[n:8]([CH3:16])[c:9](=[O:15])[n:10]([CH3:14])[c:11](=[O:13])[c:12]12)[N:17]1[CH2:18][CH2:19][CH:20]([c:23]2[cH:24][nH:25][c:26]3[cH:27][cH:28][cH:29][cH:30][c:31]23)[CH2:21][CH2:22]1. Reactants: C[C@@]1([C@H]2C[C@H]3CC(=O)C(=C([C@]3(C(=O)C2=C(C4=C1C=CC=C4O)O)O)O)C(=O)N)O (4-dedimethylaminotetracycline), ( 22 ). Reagents/catalysts: [Zn] (zinc). Run in N (ammonia). Yields the product C[C@@]1([C@H]2C[C@H]3CC(=O)C(=C([C@H]3C(=O)C2=C(C4=C1C=CC=C4O)O)O)C(=O)N)O (4-dedimethylamino-12a-deoxytetracycline). Yield: 18.2%. Reaction SMILES: [CH3:1][C@@:2]1([OH:29])[C:17]2[CH:18]=[CH:19][CH:20]=[C:21]([OH:22])[C:16]=2[C:15]([OH:23])=[C:14]2[C@@H:3]1[CH2:4][C@@H:5]1[C@:11](O)([C:12]2=[O:13])[C:10]([OH:25])=[C:9]([C:26]([NH2:28])=[O:27])[C:7](=[O:8])[CH2:6]1>N.[Zn]>[CH3:1][C@@:2]1([OH:29])[C:17]2[CH:18]=[CH:19][CH:20]=[C:21]([OH:22])[C:16]=2[C:15]([OH:23])=[C:14]2[C@@H:3]1[CH2:4][C@@H:5]1[C@H:11]([C:12]2=[O:13])[C:10]([OH:25])=[C:9]([C:26]([NH2:28])=[O:27])[C:7](=[O:8])[CH2:6]1. Procedure: A solution was prepared by dissolving 20.0 g (50 mmoles) of 4-dedimethylaminotetracycline in 500 ml of a 15% aqueous ammonia solution. To the resulting solution 40 g of zinc dust was added and the mixture was vigorously stirred. After being stirred for twenty two (22) hours, the reaction mixture was filtered to remove excess zinc dust. The filtrate was neutralized with concentrated hydrochloric acid under ice-cooling. The precipitated solid was collected by filtration, washed with water, dried, ... Reagents/catalysts: C(C)(C)O[Ti](OC(C)C)(OC(C)C)OC(C)C (tetraisopropoxytitanium). Yield: 69.8%. RXN SMILES: [NH:1]1[CH2:5][CH2:4][C@H:3]([NH:6][C:7](=[O:13])[O:8][C:9]([CH3:12])([CH3:11])[CH3:10])[CH2:2]1.[C:14]([C:18]1[CH:19]=[CH:20][CH:21]=[C:22]2[C:27]=1[N:26]=[C:25]([C:28]1[N:32]3[CH:33]=[C:34]([C:37](=O)[CH3:38])[CH:35]=[CH:36][C:31]3=[N:30][N:29]=1)[CH:24]=[CH:23]2)([CH3:17])([CH3:16])[CH3:15].[BH4-].[Na+].[OH-].[NH4+]>C1COCC1.C(O[Ti](OC(C)C)(OC(C)C)OC(C)C)(C)C.C(OCC)(=O)C.O.C(O)C>[C:14]([C:18]1[CH:19]=[CH:20][CH:21]=[C:22]2[C:27]=1[N:26]=[C:25]([C:28]1[N:32]3[CH:33]=[C:34]([CH:37]([N:1]4[CH2:5][CH2:4][C@H:3]([NH:6][C:7](=[O:13])[O:8][C:9]([CH3:10])([CH3:12])[CH3:11])[CH2:2]4)[CH3:38])[CH:35]=[CH:36][C:31]3=[N:30][N:29]=1)[CH:24]=[CH:23]2)([CH3:17])([CH3:16])[CH3:15] |f:2.3,4.5|. Reported procedure: To a solution of (S)-tert-butyl pyrrolidin-3-ylcarbamate (0.502 g, 2.69 mmol), 1-(3-(8-tert-butylquinolin-2-yl)-[1,2,4]triazolo[4,3-a]pyridin-6-yl)ethanone (0.464 g, 1.35 mmol) in THF (20 mL) was added tetraisopropoxytitanium (0.79 mL, 2.69 mmol) and the reaction mixture was stirred at ambient temperature for 18 hours. Ethanol (2 mL) and NaBH4 (0.204 g, 5.39 mmol) were added and the mixture was stirred at ambient temperature for 2 hours. Water (10 mL), concentrated ammonium hydroxide (2 mL) and ... Conditions: time 18 hour. Starting materials: [OH-].[NH4+] (ammonium hydroxide), N1C[C@H](CC1)NC(OC(C)(C)C)=O ((S)-tert-butyl pyrrolidin-3-ylcarbamate), C(C)(C)(C)C=1C=CC=C2C=CC(=NC12)C1=NN=C2N1C=C(C=C2)C(C)=O (1-(3-(8-tert-butylquinolin-2-yl)-[1,2,4]triazolo[4,3-a]pyridin-6-yl)ethanone), [BH4-].[Na+] (NaBH4). The solvent is C(C)(=O)OCC (ethyl acetate), O (Water), C1CCOC1 (THF), C(C)O (Ethanol). Product: C(C)(C)(C)C=1C=CC=C2C=CC(=NC12)C1=NN=C2N1C=C(C=C2)C(C)N2C[C@H](CC2)NC(OC(C)(C)C)=O (tert-butyl (3S)-1-(1-(3-(8-tert-butylquinolin-2-yl)-[1,2,4]triazolo[4,3-a]pyridin-6-yl)ethyl)pyrrolidin-3-ylcarbamate). Reactants: CC1=C(C(=NO1)C1=CC=CC=C1)COC1=NC=C(C(=O)O)C=C1 (6-(5-methyl-3-phenyl-isoxazol-4-ylmethoxy)-nicotinic acid), N1CCCCC1 (piperidine). The product is CC1=C(C(=NO1)C1=CC=CC=C1)COC1=CC=C(C=N1)C(=O)N1CCCCC1 ([6-(5-Methyl-3-phenyl-isoxazol-4-ylmethoxy)-pyridin-3-yl]-piperidin-1-yl-methanone). The yield is 75.0%. Reaction SMILES: [CH3:1][C:2]1[O:6][N:5]=[C:4]([C:7]2[CH:12]=[CH:11][CH:10]=[CH:9][CH:8]=2)[C:3]=1[CH2:13][O:14][C:15]1[CH:23]=[CH:22][C:18]([C:19]([OH:21])=O)=[CH:17][N:16]=1.[NH:24]1[CH2:29][CH2:28][CH2:27][CH2:26][CH2:25]1>>[CH3:1][C:2]1[O:6][N:5]=[C:4]([C:7]2[CH:8]=[CH:9][CH:10]=[CH:11][CH:12]=2)[C:3]=1[CH2:13][O:14][C:15]1[N:16]=[CH:17][C:18]([C:19]([N:24]2[CH2:29][CH2:28][CH2:27][CH2:26][CH2:25]2)=[O:21])=[CH:22][CH:23]=1. Reported procedure: As described for example 15, 6-(5-methyl-3-phenyl-isoxazol-4-ylmethoxy)-nicotinic acid (100 mg, 0.32 mmol) was converted, using piperidine instead of 3-methoxypropylamine, to the title compound (91 mg, 75%) which was obtained as a yellow gum. MS: m/e=378.5 [M+H]+. The reactants are C(C(=O)Cl)(=O)Cl (oxalyl chloride), sodium hexamethyldisilylamine, C(C)C=1SC2=C(N1)C(=CC=C2C(=O)O)OC (2-ethyl-4-methoxybenzothiazole-7-carboxylic acid), acid chloride, NC1=C(C=NN1C)C#N (5-Amino-1-methyl-1H-pyrazole-4-carbonitrile). Reagents/catalysts: CN(C=O)C (dimethylformamide). Run in ClCCl (dichloromethane), ClCCl (dichloromethane). Run at time 16 hour. Product: C(#N)C1=C(N(N=C1)C)NC(=O)C1=CC=C(C=2N=C(SC21)CC)OC (2-Ethyl-4-methoxybenzothiazole-7-carboxylic acid (4-cyano-2-methyl-2H-pyrazol-3-yl)amide). The yield is 61.2%. Reaction SMILES: [CH2:1]([C:3]1[S:4][C:5]2[C:11]([C:12]([OH:14])=O)=[CH:10][CH:9]=[C:8]([O:15][CH3:16])[C:6]=2[N:7]=1)[CH3:2].C(Cl)(=O)C(Cl)=O.[NH2:23][C:24]1[N:28]([CH3:29])[N:27]=[CH:26][C:25]=1[C:30]#[N:31]>ClCCl.CN(C)C=O>[C:30]([C:25]1[CH:26]=[N:27][N:28]([CH3:29])[C:24]=1[NH:23][C:12]([C:11]1[C:5]2[S:4][C:3]([CH2:1][CH3:2])=[N:7][C:6]=2[C:8]([O:15][CH3:16])=[CH:9][CH:10]=1)=[O:14])#[N:31]. Reported procedure: To a suspension of 2-ethyl-4-methoxybenzothiazole-7-carboxylic acid (0.1 g) in dichloromethane (10 ml) was added oxalyl chloride (1.0 ml) and dimethylformamide (1 drop). The reaction was stirred at room temperature for 16 hrs, and then the solvent was removed in vacuo to yield a brown solid residue. 5-Amino-1-methyl-1H-pyrazole-4-carbonitrile (0.1 g) was taken up in dichloromethane (10 ml) and sodium hexamethyldisilylamine (1.0M in tetrahydrofuran, 0.84 ml) was added. After 5 minutes the acid ch... The reactants are CO, COC(=O)c1nnn(Cc2ccc(Cl)c(Cl)c2)c1C, [Na+], [OH-], O. Product: Cc1c(C(=O)O)nnn1Cc1ccc(Cl)c(Cl)c1. RXN SMILES: [CH3:23][OH:24].[Cl:1][c:2]1[cH:3][c:4]([CH2:9][n:10]2[n:11][n:12][c:13]([C:16](=[O:17])[O:18][CH3:19])[c:14]2[CH3:15])[cH:5][cH:6][c:7]1[Cl:8].[Na+:21].[OH-:20].[OH2:22]>>[Cl:1][c:2]1[cH:3][c:4]([CH2:9][n:10]2[n:11][n:12][c:13]([C:16](=[O:17])[OH:18])[c:14]2[CH3:15])[cH:5][cH:6][c:7]1[Cl:8]. Starting materials: CC(C)(C)OC(=O)N1CCN(c2cc3[nH]c(Nc4ccccc4C(F)(F)F)nc3cc2C(=O)Nc2ccc3cn[nH]c3c2)CC1, Cl, C1COCCO1. Yields the product Cl, O=C(Nc1ccc2cn[nH]c2c1)c1cc2nc(Nc3ccccc3C(F)(F)F)[nH]c2cc1N1CCNCC1. As a reaction SMILES: [C:1]([O:2][C:3](=[O:4])[N:8]1[CH2:9][CH2:10][N:11]([c:14]2[cH:15][c:16]3[c:17]([n:18][c:19]([NH:21][c:22]4[c:23]([C:28]([F:29])([F:30])[F:31])[cH:24][cH:25][cH:26][cH:27]4)[nH:20]3)[cH:32][c:33]2[C:34]([NH:35][c:36]2[cH:37][cH:38][c:39]3[cH:40][n:41][nH:42][c:43]3[cH:44]2)=[O:45])[CH2:12][CH2:13]1)([CH3:5])([CH3:6])[CH3:7].[ClH:46].[O:47]1[CH2:48][CH2:49][O:50][CH2:51][CH2:52]1>>[ClH:46].[NH:8]1[CH2:9][CH2:10][N:11]([c:14]2[cH:15][c:16]3[c:17]([n:18][c:19]([NH:21][c:22]4[c:23]([C:28]([F:29])([F:30])[F:31])[cH:24][cH:25][cH:26][cH:27]4)[nH:20]3)[cH:32][c:33]2[C:34]([NH:35][c:36]2[cH:37][cH:38][c:39]3[cH:40][n:41][nH:42][c:43]3[cH:44]2)=[O:45])[CH2:12][CH2:13]1. Starting materials: C(#N)C=1C=C(C=CC1)B(O)O (3-cyanophenylboronic acid), BrC1=C(C=CC=C1)Br (1,2-dibromobenzene), C1(=CC=CC=C1)C.C(C)O (toluene ethanol). Reagents/catalysts: C=1C=CC(=CC1)[P](C=2C=CC=CC2)(C=3C=CC=CC3)[Pd]([P](C=4C=CC=CC4)(C=5C=CC=CC5)C=6C=CC=CC6)([P](C=7C=CC=CC7)(C=8C=CC=CC8)C=9C=CC=CC9)[P](C=1C=CC=CC1)(C=1C=CC=CC1)C=1C=CC=CC1 (tetrakis(triphenylphosphine)palladium(0)). Solvent: C(C)OCC (diethyl ether), O (water). Run at temperature 90 celsius. Yields the product BrC1=C(C=CC=C1)C1=CC(=CC=C1)C#N (2′-Bromo-biphenyl-3-carbonitrile). The yield is 69.3%. As a reaction SMILES: [C:1]([C:3]1[CH:4]=[C:5](B(O)O)[CH:6]=[CH:7][CH:8]=1)#[N:2].[Br:12][C:13]1[CH:18]=[CH:17][CH:16]=[CH:15][C:14]=1Br.C1(C)C=CC=CC=1.C(O)C>C(OCC)C.O.C1C=CC([P]([Pd]([P](C2C=CC=CC=2)(C2C=CC=CC=2)C2C=CC=CC=2)([P](C2C=CC=CC=2)(C2C=CC=CC=2)C2C=CC=CC=2)[P](C2C=CC=CC=2)(C2C=CC=CC=2)C2C=CC=CC=2)(C2C=CC=CC=2)C2C=CC=CC=2)=CC=1>[Br:12][C:13]1[CH:18]=[CH:17][CH:16]=[CH:15][C:14]=1[C:5]1[CH:6]=[CH:7][CH:8]=[C:3]([C:1]#[N:2])[CH:4]=1 |f:2.3,^1:39,41,60,79|. Procedure: A mixture of 3-cyanophenylboronic acid (735 mg, 5 mmol), 1,2-dibromobenzene (2.36 g, 10 mmol) potassium carbonate (6.9 g, 50 mmol) and tetrakis(triphenylphosphine)palladium(0) (580 mg, 0.5 mmol) in 1:1 toluene/ethanol (40 ml) was stirred and heated at 90° C. under nitrogen for 3 hours. After cooling the mixture was diluted with diethyl ether and water and the organic phase dried (MgSO4) and evaporated to dryness. The residue was purified by chromatography using Biotage with ethyl acetate/iso-hex... Reactants: CCO, [Li+], [OH-], O, O, CCOC(=O)c1noc2c1C(c1ccccc1)N(C(=O)OC(C)(C)C)CC2. Product: CC(C)(C)OC(=O)N1CCc2onc(C(=O)O)c2C1c1ccccc1. As a reaction SMILES: [CH2:32]([OH:33])[CH3:34].[Li+:29].[OH-:28].[OH2:30].[OH2:31].[c:1]1([CH:7]2[N:8]([C:21](=[O:22])[O:23][C:24]([CH3:25])([CH3:26])[CH3:27])[CH2:9][CH2:10][c:11]3[c:12]2[c:13]([C:16](=[O:17])[O:18][CH2:19][CH3:20])[n:14][o:15]3)[cH:2][cH:3][cH:4][cH:5][cH:6]1>>[c:1]1([CH:7]2[N:8]([C:21](=[O:22])[O:23][C:24]([CH3:25])([CH3:26])[CH3:27])[CH2:9][CH2:10][c:11]3[c:12]2[c:13]([C:16](=[O:17])[OH:18])[n:14][o:15]3)[cH:2][cH:3][cH:4][cH:5][cH:6]1.